This data is from the Open Reaction Database (ORD), a public repository of structured organic reaction records. The task is: describe an organic reaction: reactants, conditions, products, and yield The reactants are COCCOCCl, CC(C)NC(C)C, ClCCl, OCCc1cccs1. The product is COCCOCOCCc1cccs1. As a reaction SMILES: [CH3:16][O:17][CH2:18][CH2:19][O:20][CH2:21][Cl:22].[CH:9]([NH:10][CH:11]([CH3:12])[CH3:13])([CH3:14])[CH3:15].[Cl:23][CH2:24][Cl:25].[s:1]1[c:2]([CH2:6][CH2:7][OH:8])[cH:3][cH:4][cH:5]1>>[s:1]1[c:2]([CH2:6][CH2:7][O:8][CH2:21][O:20][CH2:19][CH2:18][O:17][CH3:16])[cH:3][cH:4][cH:5]1. Starting materials: CN1CCOCC1 (N-methylmorpholine), ClC1=CC=C(C=C1)NC(NC(C(=O)O)CC1=CC=CC=C1)=O (2-(N′-(4-chlorophenyl)ureido)-3-phenylpropanoic acid), C=1C=CC2=C(C1)N=NN2O (HOBt), CCN=C=NCCCN(C)C (WSC). Solvent: CN(C)C=O (DMF). Yields the product CC1=NC=C2N1C(N(C2)C2CCNCC2)=O (5-methyl-2-(4-piperidinyl)-1,2-dihydro-3H-imidazo[1,5-c]imidazol-3-one). Isolated yield 99.5%. Reaction SMILES: ClC1[CH:7]=[CH:6][C:5]([NH:8][C:9](=[O:22])[NH:10][CH:11]([CH2:15]C2C=CC=CC=2)[C:12](O)=O)=[CH:4][CH:3]=1.C1C=C[C:26]2N(O)N=[N:29][C:27]=2C=1.CC[N:35]=C=NCCCN(C)C.CN1CCOCC1>CN(C=O)C>[CH3:26][C:27]1[N:10]2[C:9](=[O:22])[N:8]([CH:5]3[CH2:4][CH2:3][NH:35][CH2:7][CH2:6]3)[CH2:12][C:11]2=[CH:15][N:29]=1. Reported procedure: To a solution of 2-(N′-(4-chlorophenyl)ureido)-3-phenylpropanoic acid (0.16 g) obtained in Example 1b) and HOBt (0.12 g) in DMF (10 ml) was added WSC (0.14 g), and the reaction mixture was mixed at room temperature for 15 minutes. Then, 5-methyl-2-(4-piperidinyl)-1,2-dihydro-3H-imidazo[1,5-c]imidazol-3-one (0.11 g) obtained in Reference Example 1 and N-methylmorpholine (0.08 ml) were added thereto. The reaction mixture was mixed at room temperature for 15 hours, and then the solvent was distille... Starting materials: C(C)OC(\C=C(\C)/NCC1=C(C=CC=C1F)F)=O (ethyl-3-(2,6-difluorobenzylamino)crotonate), CC1(OC(=CC(O1)=O)C)C (2,2,6-trimethyl-1,3-dioxin-4-one), CC1(OC(=CC(O1)=O)C)C (2,2,6-trimethyl-1,3-dioxin-4-one). Run in C1(=CC=CC=C1)C (toluene). The product is FC1=C(CN2C(=C(C(C=C2C)=O)C(=O)OCC)C)C(=CC=C1)F (1-(2,6-Difluorobenzyl)-2,6-dimethyl-3-ethoxycarbonyl-4-pyridone). The yield is 43.0%. RXN SMILES: [CH2:1]([O:3][C:4](=[O:18])/[CH:5]=[C:6](\[NH:8][CH2:9][C:10]1[C:15]([F:16])=[CH:14][CH:13]=[CH:12][C:11]=1[F:17])/[CH3:7])[CH3:2].CC1(C)[O:25][C:24](=O)[CH:23]=[C:22]([CH3:27])O1>C1(C)C=CC=CC=1>[F:16][C:15]1[CH:14]=[CH:13][CH:12]=[C:11]([F:17])[C:10]=1[CH2:9][N:8]1[C:22]([CH3:27])=[CH:23][C:24](=[O:25])[C:5]([C:4]([O:3][CH2:1][CH3:2])=[O:18])=[C:6]1[CH3:7]. Procedure details: A mixture of ethyl-3-(2,6-difluorobenzylamino)crotonate (2.55 g, 10.0 mmol) and 2,2,6-trimethyl-1,3-dioxin-4-one (1.85 g, 13.0 mmol) in toluene (100 mL) was heated at reflux for 3 hours. The reaction progress was monitored by LC/MS. An additional aliquot of 2,2,6-trimethyl-1,3-dioxin-4-one (2.0 mL) was added and the reaction mixture was refluxed for another 2 hours. LC/MS indicated complete conversion to product. The mixture was cooled down and the solvent was removed in vacuo. The solid residue... Reactants: CS(C)=O, Cl, O=[N+]([O-])c1cc(F)ccc1F, [Na+], [Na+], O=C([O-])[O-], OCC1CCC2CNCCN2C1. Yields the product O=[N+]([O-])c1cc(F)ccc1N1CCN2CC(CO)CCC2C1. As a reaction SMILES: [CH3:31][S:32]([CH3:33])=[O:34].[ClH:30].[F:13][c:14]1[c:15]([N+:21](=[O:22])[O-:23])[cH:16][c:17]([F:20])[cH:18][cH:19]1.[Na+:24].[Na+:25].[O-:26][C:27](=[O:28])[O-:29].[OH:1][CH2:2][CH:3]1[CH2:4][CH2:5][CH:6]2[N:7]([CH2:8][CH2:9][NH:10][CH2:11]2)[CH2:12]1>>[OH:1][CH2:2][CH:3]1[CH2:4][CH2:5][CH:6]2[N:7]([CH2:8][CH2:9][N:10]([c:14]3[c:15]([N+:21](=[O:22])[O-:23])[cH:16][c:17]([F:20])[cH:18][cH:19]3)[CH2:11]2)[CH2:12]1. Reactants: ClC=1C=C(CBr)C=C(C1OC1=CC(=C(C=C1)O)CC1=CC=C(C=C1)F)Cl (3,5-dichloro-4-[3′-(4-fluorobenzyl)-4-hydroxyphenoxy] benzyl bromide), C(C)OP(OCC)OCC (triethylphosphite). Solvent: C1(=CC=CC=C1)C (toluene). Reaction conditions: temperature 120 celsius. Product: ClC=1C=C(CP(OCC)(OCC)=O)C=C(C1OC1=CC(=C(C=C1)O)CC1=CC=C(C=C1)F)Cl (diethyl 3,5-dichloro-4-[3′-(4-fluorobenzyl)-4′-hydroxyphenoxy]benzylphosphonate). The yield is 70.8%. As a reaction SMILES: [Cl:1][C:2]1[CH:3]=[C:4]([CH:7]=[C:8]([Cl:26])[C:9]=1[O:10][C:11]1[CH:16]=[CH:15][C:14]([OH:17])=[C:13]([CH2:18][C:19]2[CH:24]=[CH:23][C:22]([F:25])=[CH:21][CH:20]=2)[CH:12]=1)[CH2:5]Br.[CH2:27]([O:29][P:30]([O:34]CC)[O:31][CH2:32][CH3:33])[CH3:28]>C1(C)C=CC=CC=1>[Cl:1][C:2]1[CH:3]=[C:4]([CH:7]=[C:8]([Cl:26])[C:9]=1[O:10][C:11]1[CH:16]=[CH:15][C:14]([OH:17])=[C:13]([CH2:18][C:19]2[CH:24]=[CH:23][C:22]([F:25])=[CH:21][CH:20]=2)[CH:12]=1)[CH2:5][P:30](=[O:34])([O:31][CH2:32][CH3:33])[O:29][CH2:27][CH3:28]. Procedure details: To a stirred solution of 3,5-dichloro-4-[3′-(4-fluorobenzyl)-4-hydroxyphenoxy] benzyl bromide (0.25 g, 0.55 mmol) in toluene (5 mL) at room temperature was added triethylphosphite (0.91 g, 5.5 mmol). The reaction mixture was heated at 120° C. for 8 h and cooled to room temperature. The solvent was removed under reduced pressure and the crude product was purified by column chromatography on silica gel, eluting with ethyl acetate-hexanes (1:1) to afford diethyl 3,5-dichloro-4-[3′-(4-fluorobenzyl)-... The reactants are OC(CN)COC1=C(C=CC=C1)C=CC (2-hydroxy-3-(2-propenylphenoxy)propylamine), OC(CNC1=C2N=CNC2=NC=N1)COC1=CC=CC2=CC=CC=C12 (N6 -[2-hydroxy-3-(1-naphthalenyloxy)propyl]-9H-purin-6-amine). Product: OC(CNC1=C2N=CNC2=NC=N1)COC1=C(C=CC=C1)CC=C (N6 -{2-hydroxy-3-[(2-propenyl)phenoxy]-propyl}-9H-purin-6-amine). RXN SMILES: OC(COC1C=CC=CC=1C=CC)CN.[OH:16][CH:17]([CH2:29][O:30][C:31]1[C:40]2[C:35](=C[CH:37]=[CH:38][CH:39]=2)[CH:34]=[CH:33][CH:32]=1)[CH2:18][NH:19][C:20]1[N:28]=[CH:27][N:26]=[C:25]2[C:21]=1[N:22]=[CH:23][NH:24]2>>[OH:16][CH:17]([CH2:29][O:30][C:31]1[CH:32]=[CH:33][CH:34]=[CH:35][C:40]=1[CH2:39][CH:38]=[CH2:37])[CH2:18][NH:19][C:20]1[N:28]=[CH:27][N:26]=[C:25]2[C:21]=1[N:22]=[CH:23][NH:24]2. Reported procedure: By substituting 2-hydroxy-3-(2-propenylphenoxy)propylamine (3.61 g, 0.0174 moles) for the starting material of Example 2 and following the method of Example 2, the desired compound is obtained. The reactants are C1CCOC1, COc1ccc(CCCI)cc1OC, Clc1nc(Cl)nc(N2CCOCC2)n1, [Zn]. Yields the product COc1ccc(CCCc2nc(Cl)nc(N3CCOCC3)n2)cc1OC. Reaction SMILES: [CH2:29]1[O:30][CH2:31][CH2:32][CH2:33]1.[CH3:1][O:2][c:3]1[cH:4][c:5]([CH2:11][CH2:12][CH2:13][I:14])[cH:6][cH:7][c:8]1[O:9][CH3:10].[Cl:15][c:16]1[n:17][c:18]([N:23]2[CH2:24][CH2:25][O:26][CH2:27][CH2:28]2)[n:19][c:20]([Cl:22])[n:21]1.[Zn:34]>>[CH3:1][O:2][c:3]1[cH:4][c:5]([CH2:11][CH2:12][CH2:13][c:20]2[n:19][c:18]([N:23]3[CH2:24][CH2:25][O:26][CH2:27][CH2:28]3)[n:17][c:16]([Cl:15])[n:21]2)[cH:6][cH:7][c:8]1[O:9][CH3:10].